Task: describe an organic reaction: reactants, conditions, products, and yield. Dataset: the Open Reaction Database (ORD), a public repository of structured organic reaction records The reactants are CCn1c2c(c3ccccc31)CCCC2(CC)CCN=C=O, [Cl-], Cl, [N-]=C=O, [Na+], [Na+], [OH-]. Yields the product CCn1c2c(c3ccccc31)CCCC2(CC)CCN. Reaction SMILES: [CH2:4]([CH3:5])[C:6]1([CH2:21][CH2:22][N:23]=[C:24]=[O:25])[CH2:7][CH2:8][CH2:9][c:10]2[c:11]3[cH:12][cH:13][cH:14][cH:15][c:16]3[n:17]([CH2:19][CH3:20])[c:18]21.[Cl-:28].[ClH:30].[N-:1]=[C:2]=[O:3].[Na+:27].[Na+:29].[OH-:26]>>[CH2:4]([CH3:5])[C:6]1([CH2:21][CH2:22][NH2:23])[CH2:7][CH2:8][CH2:9][c:10]2[c:11]3[cH:12][cH:13][cH:14][cH:15][c:16]3[n:17]([CH2:19][CH3:20])[c:18]21. The reactants are [O-]CCCC.[Na+] (sodium butoxide), C(C)(C)(C)P(C(C)(C)C)C(C)(C)C (tri-tert-butylphosphine), C1=CC=CC=2C3=CC=CC=C3NC12 (carbazole), BrC1=CC=CC=C1 (bromobenzene). Reagents/catalysts: C(C)(=O)[O-].[Pd+2].C(C)(=O)[O-] (palladium acetate). The solvent is C1(=CC=CC=C1)C (toluene), C1(=CC=CC=C1)C (toluene). Run at temperature 60 celsius. Yields the product C1(=CC=CC=C1)N1C2=CC=CC=C2C=2C=CC=CC12 (9-phenyl carbazole). As a reaction SMILES: [CH:1]1[C:13]2[NH:12][C:11]3[C:6](=[CH:7][CH:8]=[CH:9][CH:10]=3)[C:5]=2[CH:4]=[CH:3][CH:2]=1.Br[C:15]1[CH:20]=[CH:19][CH:18]=[CH:17][CH:16]=1.[O-]CCCC.[Na+].C(P(C(C)(C)C)C(C)(C)C)(C)(C)C>C([O-])(=O)C.[Pd+2].C([O-])(=O)C.C1(C)C=CC=CC=1>[C:15]1([N:12]2[C:11]3[CH:10]=[CH:9][CH:8]=[CH:7][C:6]=3[C:5]3[C:13]2=[CH:1][CH:2]=[CH:3][CH:4]=3)[CH:20]=[CH:19][CH:18]=[CH:17][CH:16]=1 |f:2.3,5.6.7|. Reported procedure: 2.5 g of carbazole, 2 g of bromobenzene and 0.064 g of a palladium acetate catalyst were dissolved in 40 mL of toluene, and the resulting solution was heated to 60° C. Subsequently, a solution of 1.5 g of sodium butoxide and 0.385 g of tri-tert-butylphosphine dissolved in toluene was slowly added dropwise. The mixture was refluxed at a steady 100° C. After completion of the reaction, the reaction mixture was extracted with dichloromethane and distilled water, and the solvent was dried. The resul... Starting materials: C12C(C3CC(CC(C1)C3)C2)N2NC(C2=O)(C)C (2-(Adamantan-2-yl)-4,4-dimethyl-1,2-diazetidin-3-one), FC=1C(=C(CBr)C=CC1)C (3-fluoro-2-methylbenzyl bromide). The product is FC=1C(=C(CN2N(C(C2(C)C)=O)C2C3CC4CC(CC2C4)C3)C=CC1)C (1-(3-fluoro-2-methylbenzyl)-4,4-dimethyl-2-(adamantan-2-yl)-1,2-diazetidin-3-one). As a reaction SMILES: [CH:1]12[CH2:10][CH:5]3[CH2:6][CH:7]([CH2:9][CH:3]([CH2:4]3)[CH:2]1[N:11]1[C:14](=[O:15])[C:13]([CH3:17])([CH3:16])[NH:12]1)[CH2:8]2.[F:18][C:19]1[C:20]([CH3:27])=[C:21]([CH:24]=[CH:25][CH:26]=1)[CH2:22]Br>>[F:18][C:19]1[C:20]([CH3:27])=[C:21]([CH:24]=[CH:25][CH:26]=1)[CH2:22][N:12]1[C:13]([CH3:17])([CH3:16])[C:14](=[O:15])[N:11]1[CH:2]1[CH:3]2[CH2:4][CH:5]3[CH2:6][CH:7]([CH2:8][CH:1]1[CH2:10]3)[CH2:9]2. Procedure details: 2-(Adamantan-2-yl)-4,4-dimethyl-1,2-diazetidin-3-one and 3-fluoro-2-methylbenzyl bromide were used for a similar reaction and treatment as Process 6 of Example 1, and the title compound was obtained as a white crystalline powder.